This data is from the Open Reaction Database (ORD), a public repository of structured organic reaction records. The task is: describe an organic reaction: reactants, conditions, products, and yield Reactants: [Al+3], CCN(CC)C(=O)C(C)Nc1ccc(Cl)c(Cl)c1, [H-], [H-], [H-], [H-], [Li+], [Na+], C1CCOC1, [OH-], O. Product: CCN(CC)CC(C)Nc1ccc(Cl)c(Cl)c1. RXN SMILES: [Al+3:20].[Cl:1][c:2]1[cH:3][c:4]([NH:5][CH:6]([C:7](=[O:8])[N:9]([CH2:10][CH3:11])[CH2:12][CH3:13])[CH3:14])[cH:15][cH:16][c:17]1[Cl:18].[H-:19].[H-:22].[H-:23].[H-:24].[Li+:21].[Na+:27].[O:28]1[CH2:29][CH2:30][CH2:31][CH2:32]1.[OH-:26].[OH2:25]>>[Cl:1][c:2]1[cH:3][c:4]([NH:5][CH:6]([CH2:7][N:9]([CH2:10][CH3:11])[CH2:12][CH3:13])[CH3:14])[cH:15][cH:16][c:17]1[Cl:18]. Starting materials: N (ammonia), [Na] (sodium), N (ammonia), N (ammonia), C(\C=C(/C)\CCC=C(C)C)CC(C)=O (geranyl acetone), C#C (Acetylene), [Cl-].[NH4+] (ammonium chloride). Solvent: liquid. Yields the product CC(=CCC/C(=C/CCC(C)(C#C)O)/C)C (dehydronerolidol). As a reaction SMILES: N.[Na].[CH:3]#[CH:4].[CH2:5]([CH2:15][C:16](=[O:18])[CH3:17])/[CH:6]=[C:7](/[CH2:9][CH2:10][CH:11]=[C:12]([CH3:14])[CH3:13])\[CH3:8].[Cl-].[NH4+]>>[CH3:14][C:12]([CH3:13])=[CH:11][CH2:10][CH2:9]/[C:7](/[CH3:8])=[CH:6]/[CH2:5][CH2:15][C:16]([OH:18])([C:3]#[CH:4])[CH3:17] |f:4.5,^1:1|. Procedure details: A 2 l-capacity, 3-neck, round-bottom flask was charged with 1000 ml of liquid ammonia and 11.5 g of metallic sodium was added thereto. Acetylene gas was blown into the flask, and when the color of the liquid ammonia solution changed from bluish green to white, 97 g of geranyl acetone was added to the solution and the reaction was conducted under reflux for 4 hours. After completion of the reaction, 54 g of ammonium chloride was added to the reaction mixture and liquid ammonia was removed by dist... Reactants: C(C)(C)(C)OC(=O)NCC(C=O)C1=CC=C(C=C1)Cl (3-(N-tert.-butyloxycarbonylamino)-2-(4-chlorophenyl)-propionaldehyde), CP(OCC)=O (ethyl methylphosphinate). Run in C(C)N(CC)CC (triethylamine). Product: C(C)(C)(C)OC(=O)NCC(C(O)P(OCC)(=O)C)C1=CC=C(C=C1)Cl (ethyl 3-(N-tert.-butyloxycarbonylamino)-2-(4-chlorophenyl)-1-hydroxypropyl(methyl)phosphinate). Reaction SMILES: [C:1]([O:5][C:6]([NH:8][CH2:9][CH:10]([C:13]1[CH:18]=[CH:17][C:16]([Cl:19])=[CH:15][CH:14]=1)[CH:11]=[O:12])=[O:7])([CH3:4])([CH3:3])[CH3:2].[CH3:20][PH:21](=[O:25])[O:22][CH2:23][CH3:24]>C(N(CC)CC)C>[C:1]([O:5][C:6]([NH:8][CH2:9][CH:10]([C:13]1[CH:18]=[CH:17][C:16]([Cl:19])=[CH:15][CH:14]=1)[CH:11]([P:21]([CH3:20])(=[O:25])[O:22][CH2:23][CH3:24])[OH:12])=[O:7])([CH3:4])([CH3:2])[CH3:3]. Procedure details: A solution of 1.46 g of 3-(N-tert.-butyloxycarbonylamino)-2-(4-chlorophenyl)-propionaldehyde, 0.54g of ethyl methylphosphinate and 0.695 ml of triethylamine is heated to 100° for 2 hours. The reaction mixture is cooled to room temperature and chromatographed on silica gel to give ethyl 3-(N-tert.-butyloxycarbonylamino)-2-(4-chlorophenyl)-1-hydroxypropyl(methyl)phosphinate. Starting materials: CC(=O)OC(C)=O, CNC(=O)c1c(-c2ccc(F)cc2)oc2cc(N)c(OC)cc12, CCN(C(C)C)C(C)C, ClC(Cl)Cl. The product is CNC(=O)c1c(-c2ccc(F)cc2)oc2cc(NC(C)=O)c(OC)cc12. As a reaction SMILES: [CH3:10][C:11](=[O:12])[O:13][C:14](=[O:15])[CH3:16].[CH3:17][NH:18][C:19](=[O:20])[c:21]1[c:22](-[c:33]2[cH:34][cH:35][c:36]([F:39])[cH:37][cH:38]2)[o:23][c:24]2[c:25]1[cH:26][c:27]([O:31][CH3:32])[c:28]([NH2:30])[cH:29]2.[CH:1]([N:2]([CH:3]([CH3:4])[CH3:5])[CH2:6][CH3:7])([CH3:8])[CH3:9].[Cl:40][CH:41]([Cl:42])[Cl:43]>>[CH3:10][C:11](=[O:12])[NH:30][c:28]1[c:27]([O:31][CH3:32])[cH:26][c:25]2[c:21]([C:19]([NH:18][CH3:17])=[O:20])[c:22](-[c:33]3[cH:34][cH:35][c:36]([F:39])[cH:37][cH:38]3)[o:23][c:24]2[cH:29]1. Starting materials: FC(C(=O)O)(F)F (trifluoroacetic acid), C(C)(C)(C)OC(NC1CN(CC1)C1=NC=C(C=C1)C#N)=O ([1-(5-cyanopyridin-2-yl)-pyrrolidin-3-yl]-carbamic acid tert-butyl ester). Run in ClCCl (dichloromethane). Reaction conditions: time 2 hour. Yields the product NC1CN(CC1)C1=NC=C(C#N)C=C1 (6-(3-Aminopyrrolidin-1-yl)-nicotinonitrile). Yield: 101.1%. Reaction SMILES: FC(F)(F)C(O)=O.C(OC(=O)[NH:14][CH:15]1[CH2:19][CH2:18][N:17]([C:20]2[CH:25]=[CH:24][C:23]([C:26]#[N:27])=[CH:22][N:21]=2)[CH2:16]1)(C)(C)C>ClCCl>[NH2:14][CH:15]1[CH2:19][CH2:18][N:17]([C:20]2[CH:25]=[CH:24][C:23]([C:26]#[N:27])=[CH:22][N:21]=2)[CH2:16]1. Reported procedure: Add trifluoroacetic acid (30 mL) to [1-(5-cyanopyridin-2-yl)-pyrrolidin-3-yl]-carbamic acid tert-butyl ester (7.95 g, 27.6 mmol) in dichloromethane (200 mL) and stir for 2 h. Concentrate, add toluene (100 mL) and reconcentrate to give a residue. Partition the residue between dichloromethane and an saturated aqueous solution of sodium bicarbonate and separate the layers. Extract the aqueous layer 5 times with 15:85 isopropyl alcohol:chloroform, combine the organic layers, dry (sodium sulfate), fi... RXN SMILES: [F:1][C:2]1([F:32])[CH2:7][CH2:6][N:5]([C:8]([C:10]2[NH:11][C:12]3[C:17]([CH:18]=2)=[CH:16][C:15]([C:19]([N:21]2[CH2:26][CH2:25][CH:24]([N:27]4[CH2:31][CH2:30][CH2:29][CH2:28]4)[CH2:23][CH2:22]2)=[O:20])=[CH:14][CH:13]=3)=[O:9])[CH2:4][CH2:3]1.[Cl:33][C:34]1[CH:39]=[C:38](B(O)O)[CH:37]=[CH:36][N:35]=1.N1C=CC=CC=1>ClCCl.C([O-])(=O)C.[Cu+2].C([O-])(=O)C>[Cl:33][C:34]1[CH:39]=[C:38]([N:11]2[C:12]3[C:17](=[CH:16][C:15]([C:19]([N:21]4[CH2:22][CH2:23][CH:24]([N:27]5[CH2:31][CH2:30][CH2:29][CH2:28]5)[CH2:25][CH2:26]4)=[O:20])=[CH:14][CH:13]=3)[CH:18]=[C:10]2[C:8]([N:5]2[CH2:6][CH2:7][C:2]([F:1])([F:32])[CH2:3][CH2:4]2)=[O:9])[CH:37]=[CH:36][N:35]=1 |f:4.5.6|. Yield: 17.0%. Yields the product ClC1=NC=CC(=C1)N1C(=CC2=CC(=CC=C12)C(=O)N1CCC(CC1)N1CCCC1)C(=O)N1CCC(CC1)(F)F ([1-(2-Chloro-pyridin-4-yl)-5-(4-pyrrolidin-1-yl-piperidine-1-carbonyl)-1H-indol-2-yl]-(4,4-difluoro-piperidin-1-yl)-methanone). Procedure details: The title compound was synthesized in analogy to example 66, from (4,4-difluoro-piperidin-1-yl)-[5-(4-pyrrolidin-1-yl-piperidine-1-carbonyl)-1H-indol-2-yl]-methanone (example 169), 2-chloropyridine-4-boronic acid, copper(II) acetate and pyridine in dichloromethane, to give the desired product as a yellow oil (17%). Run in ClCCl (dichloromethane). Starting materials: FC1(CCN(CC1)C(=O)C=1NC2=CC=C(C=C2C1)C(=O)N1CCC(CC1)N1CCCC1)F ((4,4-difluoro-piperidin-1-yl)-[5-(4-pyrrolidin-1-yl-piperidine-1-carbonyl)-1H-indol-2-yl]-methanone), ClC1=NC=CC(=C1)B(O)O (2-chloropyridine-4-boronic acid), N1=CC=CC=C1 (pyridine). Reagents/catalysts: C(C)(=O)[O-].[Cu+2].C(C)(=O)[O-] (copper(II) acetate). The reactants are CC(=O)C (acetone), C(C1=CC=CC=C1)N1CCC(CC1)(O)C1=CC=C(C=C1)CC1(C)OCCO1 (1-benzyl-4-[4-(2,2-ethylene dioxypropyl)phenyl] piperidin-4-ol), C1(=CC=C(C=C1)S(=O)(=O)O)C (4-toluenesulphonic acid), Cl (hydrochloric acid). Solvent: C1=CC=CC=C1 (benzene). Yields the product C(C1=CC=CC=C1)N1C(CC=CC1)C1=CC=C(C=C1)CC(C)=O (4-(1-benzyl-1,2,3,6-tetrahydropyridyl)phenyl propan-2-one). Reaction SMILES: [CH2:1]([N:8]1[CH2:13][CH2:12][C:11](C2C=CC(CC3(OCCO3)C)=CC=2)(O)[CH2:10][CH2:9]1)[C:2]1[CH:7]=[CH:6][CH:5]=[CH:4][CH:3]=1.[C:28]1([CH3:38])[CH:33]=[CH:32][C:31](S(O)(=O)=O)=[CH:30][CH:29]=1.Cl.[CH3:40][C:41](C)=[O:42]>C1C=CC=CC=1>[CH2:1]([N:8]1[CH2:9][CH:10]=[CH:11][CH2:12][CH:13]1[C:31]1[CH:32]=[CH:33][C:28]([CH2:38][C:41](=[O:42])[CH3:40])=[CH:29][CH:30]=1)[C:2]1[CH:3]=[CH:4][CH:5]=[CH:6][CH:7]=1. Procedure: A mixture 1-benzyl-4-[4-(2,2-ethylene dioxypropyl)phenyl] piperidin-4-ol (3.0 g) and 4-toluenesulphonic acid (1.9 g) in benzene, was heated under reflux for 3 hr. using a Dean and Stark head. The cooled reaction mixture was washed with 1.2M sodium bicarbonate solution (1×50 ml) water, (2×50 ml , dried (magnesium sulphate), filtered, evaporated in vacuo, and chromatographed on silica. Elution with chloroform gave an oil which was dissolved in acetone and treated with 2M hydrochloric acid (5 ml) a...